From a dataset of the Open Reaction Database (ORD), a public repository of structured organic reaction records. describe an organic reaction: reactants, conditions, products, and yield The reactants are ClCCCOC1=CC=C(C=C1)C=1OC=C(N1)CC(N1CCCC1)=O (2-[4-(3-chloropropoxy)phenyl]-4-(2-oxo-2-pyrrolidin-1-ylethyl)-1,3-oxazole), [I-].[Na+] (sodium iodide), CC1NCCC1 (2-methylpyrrolidine), ClCCl (dichloromethane). Run in C(C)#N (acetonitrile). Yields the product CC1N(CCC1)CCCOC1=CC=C(C=C1)C=1OC=C(N1)CC(N1CCCC1)=O (2-{4-[3-(2-methylpyrrolidin-1-yl)propoxy]phenyl}-4-(2-oxo-2-pyrrolidin-1-ylethyl)-1,3-oxazole). The yield is 50.0%. RXN SMILES: Cl[CH2:2][CH2:3][CH2:4][O:5][C:6]1[CH:11]=[CH:10][C:9]([C:12]2[O:13][CH:14]=[C:15]([CH2:17][C:18](=[O:24])[N:19]3[CH2:23][CH2:22][CH2:21][CH2:20]3)[N:16]=2)=[CH:8][CH:7]=1.[I-].[Na+].[CH3:27][CH:28]1[CH2:32][CH2:31][CH2:30][NH:29]1.ClCCl>C(#N)C>[CH3:27][CH:28]1[CH2:32][CH2:31][CH2:30][N:29]1[CH2:2][CH2:3][CH2:4][O:5][C:6]1[CH:11]=[CH:10][C:9]([C:12]2[O:13][CH:14]=[C:15]([CH2:17][C:18](=[O:24])[N:19]3[CH2:23][CH2:22][CH2:21][CH2:20]3)[N:16]=2)=[CH:8][CH:7]=1 |f:1.2|. Procedure details: To a solution of 2-[4-(3-chloropropoxy)phenyl]-4-(2-oxo-2-pyrrolidin-1-ylethyl)-1,3-oxazole ax64 (0.51 g, 1.46 mmol, 1 eq) in acetonitrile (10 ml) is added sodium iodide (0.022 g, 0.15 mmol, 0.1 eq) and 2-methylpyrrolidine (0.25 ml, 2.92 mmol, 2 eq). The mixture is stirred at reflux overnight. The mixture is poured into dichloromethane and washed with water. The organic layer is dried over magnesium sulfate and the solvent is removed under vacuum. The crude product is purified by chromatography ... Starting materials: CC1(C(N(C(N1CC1=CC(=NC=C1)Cl)=O)C1=CC=C(C=C1)OC(F)(F)F)=O)C (5,5-dimethyl-1-(2-chloropyrid-4-ylmethyl)-3-(4-trifluoromethoxyphenyl)imidazolidine-2,4-dione), C([O-])([O-])=O.[K+].[K+] (potassium carbonate), N1CCOCC1 (morpholine). Run in CN(C=O)C (dimethylformamide), CN(C=O)C (dimethylformamide). Conditions: temperature 210 celsius, time 50 minute. Product: CC1(C(N(C(N1CC1=CC(=NC=C1)N1CCOCC1)=O)C1=CC=C(C=C1)OC(F)(F)F)=O)C (5,5-dimethyl-1-(2-morpholinopyrid-4-ylmethyl)-3-(4-trifluoromethoxyphenyl)imidazolidine-2,4-dione). RXN SMILES: [CH3:1][C:2]1([CH3:28])[N:6]([CH2:7][C:8]2[CH:13]=[CH:12][N:11]=[C:10](Cl)[CH:9]=2)[C:5](=[O:15])[N:4]([C:16]2[CH:21]=[CH:20][C:19]([O:22][C:23]([F:26])([F:25])[F:24])=[CH:18][CH:17]=2)[C:3]1=[O:27].C(=O)([O-])[O-].[K+].[K+].[NH:35]1[CH2:40][CH2:39][O:38][CH2:37][CH2:36]1>CN(C)C=O>[CH3:1][C:2]1([CH3:28])[N:6]([CH2:7][C:8]2[CH:13]=[CH:12][N:11]=[C:10]([N:35]3[CH2:40][CH2:39][O:38][CH2:37][CH2:36]3)[CH:9]=2)[C:5](=[O:15])[N:4]([C:16]2[CH:21]=[CH:20][C:19]([O:22][C:23]([F:26])([F:25])[F:24])=[CH:18][CH:17]=2)[C:3]1=[O:27] |f:1.2.3|. Procedure: A sealed 2.5 ml tube containing 0.05 g of 5,5-dimethyl-1-(2-chloropyrid-4-ylmethyl)-3-(4-trifluoromethoxyphenyl)imidazolidine-2,4-dione, 0.5 ml of dimethylformamide, 0.034 g of potassium carbonate and 0.021 ml of morpholine is placed in a Personal Chemistry Emrys Optimiser microwave oven. The mixture is irradiated with magnetic stirring at 210° C. for about 50 minutes. The reaction mixture is placed on a Bond Elut Varian cartridge of reference 1225-6053 containing 2 g of SCX phase conditioned wi...